This data is from the Open Reaction Database (ORD), a public repository of structured organic reaction records. The task is: describe an organic reaction: reactants, conditions, products, and yield Starting materials: CC(=O)OCC(C)n1ccc2c(C(=O)NCC3(O)CCC4(CC3)CC4)c(Cl)ccc2c1=O, O=C([O-])[O-], CO, [K+], [K+]. Product: CC(CO)n1ccc2c(C(=O)NCC3(O)CCC4(CC3)CC4)c(Cl)ccc2c1=O. Reaction SMILES: [C:1](=[O:2])([CH3:3])[O:4][CH2:5][CH:6]([CH3:7])[n:8]1[c:9](=[O:32])[c:10]2[cH:11][cH:12][c:13]([Cl:31])[c:14]([C:18]([NH:19][CH2:20][C:21]3([OH:29])[CH2:22][CH2:23][C:24]4([CH2:25][CH2:26]4)[CH2:27][CH2:28]3)=[O:30])[c:15]2[cH:16][cH:17]1.[C:33](=[O:34])([O-:35])[O-:36].[CH3:39][OH:40].[K+:37].[K+:38]>>[OH:4][CH2:5][CH:6]([CH3:7])[n:8]1[c:9](=[O:32])[c:10]2[cH:11][cH:12][c:13]([Cl:31])[c:14]([C:18]([NH:19][CH2:20][C:21]3([OH:29])[CH2:22][CH2:23][C:24]4([CH2:25][CH2:26]4)[CH2:27][CH2:28]3)=[O:30])[c:15]2[cH:16][cH:17]1. Starting materials: Cl(=O)(=O)(=O)[O-].C1=CC=C[N+]=2C=C3C(=CC12)C=CC=C3 (benzo[b]quinolizinium perchlorate), C1(=CC=CC=C1)C(=C)C1=CC=CC=C1 (1,1-diphenylethylene), O (water). Run in [N+](=O)([O-])C (nitromethane). The product is Cl(=O)(=O)(=O)[O-].C1=CC=C[N+]2=CC=CC=C12 (quinolizinium perchlorate). As a reaction SMILES: [Cl:1]([O-:5])(=[O:4])(=[O:3])=[O:2].[CH:6]1[C:15]2[CH:14]=[C:13]3C=CC=C[C:12]3=[CH:11][N+:10]=2[CH:9]=[CH:8][CH:7]=1.C1(C(C2C=CC=CC=2)=C)C=CC=CC=1.O>[N+](C)([O-])=O>[Cl:1]([O-:5])(=[O:4])(=[O:3])=[O:2].[CH:6]1[C:15]2[N+:10](=[CH:11][CH:12]=[CH:13][CH:14]=2)[CH:9]=[CH:8][CH:7]=1 |f:0.1,5.6|. Reported procedure: A mixture of 4.6 g (0.0165 mol) of benzo[b]quinolizinium perchlorate and 9 g of 1,1-diphenylethylene (0.05 mol) in 250 mL of nitromethane was heated to reflux under nitrogen for 16 h. The reaction mixture was poured into 100 mL of water, shaken, and the organic layer was separated and washed with 100 mL of water, and the nitromethane layer was concentrated in vacuo to 50 mL of its volume. To the above nitromethane layer was added 100 mL of water, the resulting mixture was concentrated in vacuo, ... Starting materials: NC1=NC(c2ccc(F)c(Br)c2)(c2ccncc2F)c2ccccc21, OB(O)c1cncnc1. Product: NC1=NC(c2ccc(F)c(-c3cncnc3)c2)(c2ccncc2F)c2ccccc21. As a reaction SMILES: [Br:1][c:2]1[cH:3][c:4]([C:9]2([c:19]3[c:20]([F:25])[cH:21][n:22][cH:23][cH:24]3)[N:10]=[C:11]([NH2:18])[c:12]3[cH:13][cH:14][cH:15][cH:16][c:17]32)[cH:5][cH:6][c:7]1[F:8].[n:26]1[cH:27][n:28][cH:29][c:30]([B:32]([OH:33])[OH:34])[cH:31]1>>[c:2]1(-[c:30]2[cH:29][n:28][cH:27][n:26][cH:31]2)[cH:3][c:4]([C:9]2([c:19]3[c:20]([F:25])[cH:21][n:22][cH:23][cH:24]3)[N:10]=[C:11]([NH2:18])[c:12]3[cH:13][cH:14][cH:15][cH:16][c:17]32)[cH:5][cH:6][c:7]1[F:8]. Reactants: C(C)OC(=O)C1=CN=C(N1)C(CBr)=O (5-ethoxycarbonyl-2-(α-bromoacetyl)imidazole), C(C)OC=1C=C(C(=S)N)C=CC1OCC (3,4-diethoxythiobenzamide). The product is C(C)OC=1C=C(C=CC1OCC)C=1SC=C(N1)C=1NC(=CN1)C(=O)O (2-(3,4-diethoxyphenyl)-4-(5-carboxy-2-imidazolyl)thiazole). RXN SMILES: C([O:3][C:4]([C:6]1[NH:10][C:9]([C:11](=O)[CH2:12]Br)=[N:8][CH:7]=1)=[O:5])C.[CH2:15]([O:17][C:18]1[CH:19]=[C:20]([CH:24]=[CH:25][C:26]=1[O:27][CH2:28][CH3:29])[C:21]([NH2:23])=[S:22])[CH3:16]>>[CH2:15]([O:17][C:18]1[CH:19]=[C:20]([C:21]2[S:22][CH:12]=[C:11]([C:9]3[NH:10][C:6]([C:4]([OH:3])=[O:5])=[CH:7][N:8]=3)[N:23]=2)[CH:24]=[CH:25][C:26]=1[O:27][CH2:28][CH3:29])[CH3:16]. Reported procedure: A reaction was conducted in the same manner as in Example 1, by using 5-ethoxycarbonyl-2-(α-bromoacetyl)imidazole and 3,4-diethoxythiobenzamide. Then, hydrolysis was conducted in the same manner as in Example 2 to obtain 2-(3,4-diethoxyphenyl)-4-(5-carboxy-2-imidazolyl)thiazole.